From a dataset of the Open Reaction Database (ORD), a public repository of structured organic reaction records. describe an organic reaction: reactants, conditions, products, and yield Starting materials: CC(C)C[AlH]CC(C)C, COc1cc2cc(C#N)sc2cc1OC, CO, Cc1ccccc1, Cl. The product is COc1cc2cc(C=O)sc2cc1OC. As a reaction SMILES: [CH3:16][CH:17]([CH2:18][AlH:19][CH2:20][CH:21]([CH3:22])[CH3:23])[CH3:24].[CH3:1][O:2][c:3]1[cH:4][c:5]2[c:6]([s:7][c:8]([C:10]#[N:11])[cH:9]2)[cH:12][c:13]1[O:14][CH3:15].[CH3:25][OH:26].[CH3:28][c:29]1[cH:30][cH:31][cH:32][cH:33][cH:34]1.[ClH:27]>>[CH3:1][O:2][c:3]1[cH:4][c:5]2[c:6]([s:7][c:8]([CH:10]=[O:26])[cH:9]2)[cH:12][c:13]1[O:14][CH3:15]. The reactants are CN(CCO)c1nc2ccccc2o1, CCOC(=O)N=NC(=O)OCC, C1CCOC1, O=Cc1ccc(O)cc1, c1ccc(P(c2ccccc2)c2ccccc2)cc1. The product is CN(CCOc1ccc(C=O)cc1)c1nc2ccccc2o1. As a reaction SMILES: [CH3:1][N:2]([c:3]1[o:4][c:5]2[c:6]([n:7]1)[cH:8][cH:9][cH:10][cH:11]2)[CH2:12][CH2:13][OH:14].[O:43]=[C:44]([O:45][CH2:46][CH3:47])[N:48]=[N:49][C:50]([O:51][CH2:52][CH3:53])=[O:54].[O:55]1[CH2:56][CH2:57][CH2:58][CH2:59]1.[OH:34][c:35]1[cH:36][cH:37][c:38]([CH:39]=[O:40])[cH:41][cH:42]1.[c:15]1([P:16]([c:17]2[cH:18][cH:19][cH:20][cH:21][cH:22]2)[c:23]2[cH:24][cH:25][cH:26][cH:27][cH:28]2)[cH:29][cH:30][cH:31][cH:32][cH:33]1>>[CH3:1][N:2]([c:3]1[o:4][c:5]2[c:6]([n:7]1)[cH:8][cH:9][cH:10][cH:11]2)[CH2:12][CH2:13][O:14][c:35]1[cH:36][cH:37][c:38]([CH:39]=[O:40])[cH:41][cH:42]1. As a reaction SMILES: C([O:3][C:4]([C@@H:6]1[C@@H:11]2[C@H:7]1[CH2:8][C@@H:9]([OH:25])[C@@:10]2([N:22]=[N+:23]=[N-:24])[C:12]([O:14]CC1C=CC=CC=1)=[O:13])=[O:5])C.O[Li].O.CS(C)=O>C1COCC1.O>[N:22]([C@@:10]1([C:12]([OH:14])=[O:13])[C@H:9]([OH:25])[CH2:8][C@@H:7]2[C@H:11]1[C@H:6]2[C:4]([OH:5])=[O:3])=[N+:23]=[N-:24] |f:1.2|. Run at temperature 23 celsius, time 18 hour. Procedure: To a solution of (1S,2R,3R,5R,6S)-2-azido-3-hydroxy-bicyclo[3.1.0]hexane-2,6-dicarboxylic acid 2-benzyl ester 6-ethyl ester (VII) (845 mg, 2.45 mmol) in THF (21 mL) and H2O (6 mL) was added LiOH.H2O (411 mg, 9.8 mmol) and the mixture was stirred at 23° C. for 18 h. The benzyl alcohol was extracted with ether, the aqueous layer acidified with 1 M KHSO4 -sol., saturated with solid NaCl, extracted with EtOAc (4×50 mL) and dried over MgSO4. After removal of the solvent under vacuum crude (1S,2R,3R,5... Run in C1CCOC1 (THF), O (H2O), O (H2O). Reactants: C(C)OC(=O)[C@H]1[C@@H]2C[C@H]([C@]([C@H]12)(C(=O)OCC1=CC=CC=C1)N=[N+]=[N-])O ((1S,2R,3R,5R,6S)-2-azido-3-hydroxy-bicyclo[3.1.0]hexane-2,6-dicarboxylic acid 2-benzyl ester 6-ethyl ester), O[Li].O (LiOH.H2O), CS(=O)C (DMSO). Yields the product N(=[N+]=[N-])[C@@]1([C@@H]2[C@H]([C@@H]2C[C@H]1O)C(=O)O)C(=O)O ((1S,2R,3R,5R,6S)-2-Azido-3-hydroxy-bicyclo[3.1.0]hexane-2,6-dicarboxylic acid).